Dataset: the Open Reaction Database (ORD), a public repository of structured organic reaction records. Task: describe an organic reaction: reactants, conditions, products, and yield Starting materials: NC=1C(=C(C(=O)OC)C=CC1)NCC(OC)OC (methyl 3-amino-2-(2,2-dimethoxyethylamino)benzoate), OOS(=O)[O-].[K+] (oxone), FC1=CC=C(C=O)C=C1 (4-fluorobenzaldehyde). Run in CN(C)C=O (DMF), O (H2O). Conditions: time 8 hour. Product: COC(CN1C(=NC2=C1C(=CC=C2)C(=O)OC)C2=CC=C(C=C2)F)OC (methyl 1-(2,2-dimethoxyethyl)-2-(4-fluorophenyl)-1H-benzo[d]imidazole-7-carboxylate). Isolated yield 78.7%. RXN SMILES: [NH2:1][C:2]1[C:3]([NH:12][CH2:13][CH:14]([O:17][CH3:18])[O:15][CH3:16])=[C:4]([CH:9]=[CH:10][CH:11]=1)[C:5]([O:7][CH3:8])=[O:6].OOS([O-])=O.[K+].[F:25][C:26]1[CH:33]=[CH:32][C:29]([CH:30]=O)=[CH:28][CH:27]=1>CN(C=O)C.O>[CH3:16][O:15][CH:14]([O:17][CH3:18])[CH2:13][N:12]1[C:3]2[C:4]([C:5]([O:7][CH3:8])=[O:6])=[CH:9][CH:10]=[CH:11][C:2]=2[N:1]=[C:30]1[C:29]1[CH:32]=[CH:33][C:26]([F:25])=[CH:27][CH:28]=1 |f:1.2|. Procedure details: To a stirred solution of methyl 3-amino-2-(2,2-dimethoxyethylamino)benzoate (1.0 g, 3.9 mmol) from Step C of Example 13 in DMF (9 mL) and H2O (0.3 mL) were added oxone (1.6 g, 2.6 mmol) and 4-fluorobenzaldehyde (0.5 mL, 4.3 mmol) and the mixture was stirred overnight at room temperature. The reaction mixture was washed with saturated aqueous sodium bicarbonate, re-extracted with methylene chloride, dried (Na2SO4), filtered, and concentrated under reduced pressure to give the crude material which... Reactants: CCN=C=NCCCN(C)C (EDCI), C1=CC=C2C(=C1)N=NN2O.O (HOBT monohydrate), OCCN1CCNCC1 (1-(2-hydroxyethyl)piperazine), ClC1=C2CNC(C2=C(C=C1)C=1N(C2=CC=C(C=C2C1)C(=O)O)C)=O (4-Chloro-7-(5-carboxy-1-methylindol-2-yl)isoindolinone). The solvent is C(C)(=O)OCC (ethyl acetate), O (water), CN(C)C=O (DMF). Conditions: time 30 minute. Yields the product ClC1=C2CNC(C2=C(C=C1)C=1N(C2=CC=C(C=C2C1)C(=O)N1CCN(CC1)CCO)C)=O (4-Chloro-7-{5-[4-(2-hydroxyethyl)piperazin-1-ylcarbonyl]-1-methylindol-2-yl}isoindolinone). The yield is 69.6%. RXN SMILES: [Cl:1][C:2]1[CH:10]=[CH:9][C:8]([C:11]2[N:12]([CH3:23])[C:13]3[C:18]([CH:19]=2)=[CH:17][C:16]([C:20](O)=[O:21])=[CH:15][CH:14]=3)=[C:7]2[C:3]=1[CH2:4][NH:5][C:6]2=[O:24].CCN=C=NCCCN(C)C.C1C=C2N=NN(O)C2=CC=1.O.[OH:47][CH2:48][CH2:49][N:50]1[CH2:55][CH2:54][NH:53][CH2:52][CH2:51]1>CN(C=O)C.C(OCC)(=O)C.O>[Cl:1][C:2]1[CH:10]=[CH:9][C:8]([C:11]2[N:12]([CH3:23])[C:13]3[C:18]([CH:19]=2)=[CH:17][C:16]([C:20]([N:53]2[CH2:54][CH2:55][N:50]([CH2:49][CH2:48][OH:47])[CH2:51][CH2:52]2)=[O:21])=[CH:15][CH:14]=3)=[C:7]2[C:3]=1[CH2:4][NH:5][C:6]2=[O:24] |f:2.3|. Procedure: In a similar manner to Step 1 of Example 20, Compound 157 (20.0 mg, 0.0587 mmol) was dissolved in DMF (1 mL), and the solution was treated with EDCI (23 mg, 0.12 mmol), HOBT monohydrate (7.9 mg, 0.059 mmol) and 1-(2-hydroxyethyl)piperazine (31 mg, 0.24 mmol). The mixture was added with water and ethyl acetate and extracted with 1 mol/L hydrochloric acid. The aqueous layer was added with sodium carbonate to adjust the pH to 9 and extracted with ethyl acetate. The organic layer was washed with sat... Starting materials: N,N′-carbonyldiimidazole, FC1=CC=C(CCN2CCC(CC2)N2C=CC3=CC=C(C=C23)CN)C=C1 (1-[1-(4-fluorophenethyl)piperidin-4-yl]-6-aminomethylindole), CN(C=O)C (dimethylformamide), resultant mixture, ice water, C(C)(=O)OCC (ethyl acetate). Yields the product FC1=CC=C(CCN2CCC(CC2)N2C=CC3=CC=C(C=C23)CN2C(CCC2)=O)C=C1 (1-[1-(4-fluorophenethyl)piperidin-4-yl]-6-(2-pyrrolidon-1-yl)methylindole). RXN SMILES: [F:1][C:2]1[CH:26]=[CH:25][C:5]([CH2:6][CH2:7][N:8]2[CH2:13][CH2:12][CH:11]([N:14]3[C:22]4[C:17](=[CH:18][CH:19]=[C:20](CN)[CH:21]=4)[CH:16]=[CH:15]3)[CH2:10][CH2:9]2)=[CH:4][CH:3]=1.[C:27](OCC)(=O)[CH3:28].[CH3:33][N:34]([CH3:37])[CH:35]=[O:36]>>[F:1][C:2]1[CH:26]=[CH:25][C:5]([CH2:6][CH2:7][N:8]2[CH2:13][CH2:12][CH:11]([N:14]3[C:22]4[C:17](=[CH:18][CH:19]=[C:20]([CH2:33][N:34]5[CH2:37][CH2:28][CH2:27][C:35]5=[O:36])[CH:21]=4)[CH:16]=[CH:15]3)[CH2:10][CH2:9]2)=[CH:4][CH:3]=1. Reported procedure: Under ice cooling, N,N′-carbonyldiimidazole (160 mg) was added to a solution of 1-[1-(4-fluorophenethyl)piperidin-4-yl]-6-aminomethylindole (150 mg) obtained in Example 322-3) in dimethylformamide (5 ml) and the resultant mixture was stirred for 30 min. Then ice water and ethyl acetate were added to the reaction mixtures. The organic layer was separated, washed with brine, dried over anhydrous magnesium sulfate and concentrated under reduced pressure. The resulting residue was purified by silica... Starting materials: NC=1C=C(C#N)C=C(C1O)OC(F)(F)F (3-amino-4-hydroxy-5-(trifluoromethoxy)benzonitrile), FC(C1=NC(=NC=C1)N1CCC(CC1)CNC(=O)C1=CC=C(C(=O)O)C=C1)(F)F (4-{[({1-[4-(trifluoromethyl)pyrimidin-2-yl]piperidin-4-yl}methyl)amino]carbonyl}benzoic acid), FC(C1=NC(=NC=C1)N1CCC(CC1)CNC(=O)C1=CC=C(C(=O)O)C=C1)(F)F (4-{[({1-[4-(trifluoromethyl)pyrimidin-2-yl]piperidin-4-yl}methyl)amino]carbonyl}benzoic acid). Product: C(#N)C=1C=C(C2=C(N=C(O2)C2=CC=C(C(=O)NCC3CCN(CC3)C3=NC=CC(=N3)C(F)(F)F)C=C2)C1)OC(F)(F)F (4-[5-Cyano-7-(trifluoromethoxy)-1,3-benzoxazol-2-yl]-N-({1-[4-(trifluoromethyl)pyrimidin-2-yl]piperidin-4-yl}methyl)benzamide). As a reaction SMILES: [NH2:1][C:2]1[CH:3]=[C:4]([CH:7]=[C:8]([O:11][C:12]([F:15])([F:14])[F:13])[C:9]=1[OH:10])[C:5]#[N:6].[F:16][C:17]([F:44])([F:43])[C:18]1[CH:23]=[CH:22][N:21]=[C:20]([N:24]2[CH2:29][CH2:28][CH:27]([CH2:30][NH:31][C:32]([C:34]3[CH:42]=[CH:41][C:37]([C:38](O)=O)=[CH:36][CH:35]=3)=[O:33])[CH2:26][CH2:25]2)[N:19]=1>>[C:5]([C:4]1[CH:7]=[C:8]([O:11][C:12]([F:13])([F:14])[F:15])[C:9]2[O:10][C:38]([C:37]3[CH:36]=[CH:35][C:34]([C:32]([NH:31][CH2:30][CH:27]4[CH2:28][CH2:29][N:24]([C:20]5[N:19]=[C:18]([C:17]([F:43])([F:44])[F:16])[CH:23]=[CH:22][N:21]=5)[CH2:25][CH2:26]4)=[O:33])=[CH:42][CH:41]=3)=[N:1][C:2]=2[CH:3]=1)#[N:6]. Procedure: The title compound was prepared from 3-amino-4-hydroxy-5-(trifluoromethoxy)benzonitrile and 4-{[({1-[4-(trifluoromethyl)pyrimidin-2-yl]piperidin-4-yl}methyl)amino]carbonyl}benzoic acid (INTERMEDIATE 25) by a procedure analogous to that described in EXAMPLE 109. Mass spectrum (ESI) 591.1 (M+1). 1H NMR (500 MHz, CDCl3) δ: 8.47 (d, J=4.8 Hz, 1H), 8.36 (d, J=8.2 Hz, 2H), 8.06 (s, 1H), 7.97 (d, J=8.2 Hz, 2H), 7.59 (s, 1H), 6.72 (d, J=4.6 Hz, 1H), 6.33 (t, J=5.9 Hz, 1H), 4.87 (d, J=13.5 Hz, 2H), 3.45 ...